Dataset: the Open Reaction Database (ORD), a public repository of structured organic reaction records. Task: describe an organic reaction: reactants, conditions, products, and yield The reactants are CS(=O)(=O)C1=CC=C(C=C1)N1C(C=C(C=C1)SC1CCN(CC1)C(=O)OC(C)(C)C)=O (tert-butyl 4-(1-(4-(methylsulfonyl)phenyl)-2-oxo-1,2-dihydropyridin-4-ylthio)piperidine-1-carboxylate), CS(=O)(=O)C1=CC=C(C=C1)N1C(C=C(C=C1)OC1CCN(CC1)C(=O)OC(C)(C)C)=O (tert-butyl 4-(1-(4-(methylsulfonyl)phenyl)-2-oxo-1,2-dihydropyridin-4-yloxy)piperidine-1-carboxylate). Product: CS(=O)(=O)C1=CC=C(C=C1)N1C(C=C(C=C1)SC1CCN(CC1)C(=O)OC(C)C)=O (isopropyl 4-(1-(4-(methylsulfonyl)phenyl)-2-oxo-1,2-dihydropyridin-4-ylthio)piperidine-1-carboxylate). As a reaction SMILES: [CH3:1][S:2]([C:5]1[CH:10]=[CH:9][C:8]([N:11]2[CH:16]=[CH:15][C:14]([S:17][CH:18]3[CH2:23][CH2:22][N:21]([C:24]([O:26][C:27](C)([CH3:29])[CH3:28])=[O:25])[CH2:20][CH2:19]3)=[CH:13][C:12]2=[O:31])=[CH:7][CH:6]=1)(=[O:4])=[O:3].CS(C1C=CC(N2C=CC(OC3CCN(C(OC(C)(C)C)=O)CC3)=CC2=O)=CC=1)(=O)=O>>[CH3:1][S:2]([C:5]1[CH:10]=[CH:9][C:8]([N:11]2[CH:16]=[CH:15][C:14]([S:17][CH:18]3[CH2:23][CH2:22][N:21]([C:24]([O:26][CH:27]([CH3:28])[CH3:29])=[O:25])[CH2:20][CH2:19]3)=[CH:13][C:12]2=[O:31])=[CH:7][CH:6]=1)(=[O:3])=[O:4]. Procedure: Example 39 was prepared according to procedures described in Example 3 substituting tert-butyl 4-(1-(4-(methylsulfonyl)phenyl)-2-oxo-1,2-dihydropyridin-4-ylthio)piperidine-1-carboxylate for tert-butyl 4-(1-(4-(methylsulfonyl)phenyl)-2-oxo-1,2-dihydropyridin-4-yloxy)piperidine-1-carboxylate. 1H NMR (500 MHz, CDCl3) δ 8.09 (d, J=8.80 Hz, 2 H), 7.62 (d, J=8.80 Hz, 2 H), 7.22 (d, J=7.70 Hz, 1 H), 6.66 (d, J=1.65 Hz, 1 H), 6.27 (dd, J=7.42, 1.92 Hz, 1 H), 4.88-5.00 (m, 1H), 4.04 (app brs, 2 H), 3.47-... Starting materials: [H][H] (hydrogen), C1NCC2=CC=CC=C12 (isoindoline), O (water), [H][H] (hydrogen), C1NC[C@@H]2CCCC[C@H]12 (cis-hexahydroisoindoline). The reagents and catalysts are [C].[Ru] (ruthenium-carbon). The solvent is C(C)(C)(C)O (tert-butyl alcohol). Product: C1NC[C@@H]2CCCC[C@@H]12 (trans-hexahydroisoindoline), CC1C(CCCC1)CN (2-methylcyclohexylmethylamine). The yield is 3.8%. RXN SMILES: [CH2:1]1[C:9]2[C:4](=[CH:5][CH:6]=[CH:7][CH:8]=2)[CH2:3][NH:2]1.O.[H][H].[CH2:13]1[C@@H:21]2[C@@H:16]([CH2:17][CH2:18][CH2:19][CH2:20]2)[CH2:15][NH:14]1>[C].[Ru].C(O)(C)(C)C>[CH2:1]1[C@H:9]2[C@@H:4]([CH2:5][CH2:6][CH2:7][CH2:8]2)[CH2:3][NH:2]1.[CH3:15][CH:16]1[CH2:17][CH2:18][CH2:19][CH2:20][CH:21]1[CH2:13][NH2:14] |f:4.5|. Procedure details: In a 3-liter GL autoclave fitted with a electromagnetic stirrer are added 129 g of isoindoline, 516 g of 50% water-containing tert-butyl alcohol and 26 g of 5% ruthenium-carbon catalyst (50% water-containing). The reaction mixture is subjected to a hydrogen-pressure of 30 kg/cm2 and a temperature of 130° C. After a 6 hour hydrogen introduction, the drop in the rate of the hydrogen-absorption is observed, at this point the introduction of hydrogen is ceased to terminate the reaction. After the te... Starting materials: COC(CCCCCCN1C(CCCC1=O)\C=C\C(CC1=CC=CC=C1)O)=O (7-[2-((E)-3-hydroxy-4-phenyl-but-1-enyl)-6-oxo-piperidin-1-yl]-heptanoic acid methyl ester), [H][H] (hydrogen). Reagents/catalysts: [Pd] (Palladium on carbon). Solvent: CO (MeOH). Reaction conditions: time 22 hour. The product is COC(CCCCCCN1C(CCCC1=O)CCC(CC1=CC=CC=C1)O)=O (7-[2-(3-hydroxy-4-phenyl-butyl)-6-oxo-piperidin-1-yl]-heptanoic acid methyl ester). Isolated yield 64.2%. As a reaction SMILES: [CH3:1][O:2][C:3](=[O:28])[CH2:4][CH2:5][CH2:6][CH2:7][CH2:8][CH2:9][N:10]1[C:15](=[O:16])[CH2:14][CH2:13][CH2:12][CH:11]1/[CH:17]=[CH:18]/[CH:19]([OH:27])[CH2:20][C:21]1[CH:26]=[CH:25][CH:24]=[CH:23][CH:22]=1.[H][H]>[Pd].CO>[CH3:1][O:2][C:3](=[O:28])[CH2:4][CH2:5][CH2:6][CH2:7][CH2:8][CH2:9][N:10]1[C:15](=[O:16])[CH2:14][CH2:13][CH2:12][CH:11]1[CH2:17][CH2:18][CH:19]([OH:27])[CH2:20][C:21]1[CH:26]=[CH:25][CH:24]=[CH:23][CH:22]=1. Reported procedure: Palladium on carbon (10 wt.%, 5 mg) was added to a solution of 7-[2-((E)-3-hydroxy-4-phenyl-but-1-enyl)-6-oxo-piperidin-1-yl]-heptanoic acid methyl ester (20 mg, 0.052 mmol) in MeOH (2.0 mL). A hydrogen atmosphere was established by evacuating and refilling with hydrogen (3×) and the reaction mixture was stirred under a balloon of hydrogen for 22 h. The reaction mixture was filtered through celite, washing with MeOH, and the filtrate was concentrated in vacuo to afford 13 mg (65%) of the title c... The reactants are COC(C(C(C1=CC=C(C=C1)OC)Cl)=O)=O (3-chloro-3-(4-methoxy-phenyl)-2-oxo-propionic acid methyl ester), C(C)(=S)N (thioacetamide). Product: COC(=O)C=1N=C(SC1C1=CC=C(C=C1)OC)C (5-(4-Methoxy-phenyl)-2-methyl-thiazole-4-carboxylic acid methyl ester). Reaction SMILES: [CH3:1][O:2][C:3](=[O:16])[C:4](=O)[CH:5](Cl)[C:6]1[CH:11]=[CH:10][C:9]([O:12][CH3:13])=[CH:8][CH:7]=1.[C:17]([NH2:20])(=[S:19])[CH3:18]>>[CH3:1][O:2][C:3]([C:4]1[N:20]=[C:17]([CH3:18])[S:19][C:5]=1[C:6]1[CH:11]=[CH:10][C:9]([O:12][CH3:13])=[CH:8][CH:7]=1)=[O:16]. Procedure details: prepared by reaction of 3-chloro-3-(4-methoxy-phenyl)-2-oxo-propionic acid methyl ester with thioacetamide. LC-MS: tR=0.90 min; [M+H]+=263.93.